Dataset: the Open Reaction Database (ORD), a public repository of structured organic reaction records. Task: describe an organic reaction: reactants, conditions, products, and yield The reactants are BrC(Br)(Br)Br, ClCCl, CC(C)(C)OC(=O)n1ccc2c(-c3nc(CO)co3)cccc21, c1ccc(P(c2ccccc2)c2ccccc2)cc1. Product: CC(C)(C)OC(=O)n1ccc2c(-c3nc(CBr)co3)cccc21. Reaction SMILES: [C:43]([Br:44])([Br:45])([Br:46])[Br:47].[Cl:48][CH2:49][Cl:50].[OH:1][CH2:2][c:3]1[n:4][c:5](-[c:8]2[c:9]3[cH:10][cH:11][n:12]([C:17](=[O:18])[O:19][C:20]([CH3:21])([CH3:22])[CH3:23])[c:13]3[cH:14][cH:15][cH:16]2)[o:6][cH:7]1.[c:24]1([P:25]([c:26]2[cH:27][cH:28][cH:29][cH:30][cH:31]2)[c:32]2[cH:33][cH:34][cH:35][cH:36][cH:37]2)[cH:38][cH:39][cH:40][cH:41][cH:42]1>>[CH2:2]([c:3]1[n:4][c:5](-[c:8]2[c:9]3[cH:10][cH:11][n:12]([C:17](=[O:18])[O:19][C:20]([CH3:21])([CH3:22])[CH3:23])[c:13]3[cH:14][cH:15][cH:16]2)[o:6][cH:7]1)[Br:44]. The reactants are COC(=O)C1=Cc2cc(Br)ccc2NCC1, CC(=O)O[BH-](OC(C)=O)OC(C)=O, COc1ccccc1C=O, CCOC(C)=O, ClCCCl, [Na+], O. Yields the product COC(=O)C1=Cc2cc(Br)ccc2N(Cc2ccccc2OC)CC1. RXN SMILES: [Br:1][c:2]1[cH:3][cH:4][c:5]2[c:6]([cH:16]1)[CH:7]=[C:8]([C:12](=[O:13])[O:14][CH3:15])[CH2:9][CH2:10][NH:11]2.[C:27]([O:28][BH-:29]([O:30][C:31](=[O:32])[CH3:33])[O:34][C:35](=[O:36])[CH3:37])(=[O:38])[CH3:39].[CH3:17][O:18][c:19]1[c:20]([CH:21]=[O:22])[cH:23][cH:24][cH:25][cH:26]1.[CH3:46][CH2:47][O:48][C:49](=[O:50])[CH3:51].[Cl:42][CH2:43][CH2:44][Cl:45].[Na+:40].[OH2:41]>>[Br:1][c:2]1[cH:3][cH:4][c:5]2[c:6]([cH:16]1)[CH:7]=[C:8]([C:12](=[O:13])[O:14][CH3:15])[CH2:9][CH2:10][N:11]2[CH2:21][c:20]1[c:19]([O:18][CH3:17])[cH:26][cH:25][cH:24][cH:23]1. Starting materials: BrC=1SC2=C(N1)C=CC(=C2)OC (2-Bromo-6-methoxy-1,3-benzothiazole), CC1(OB(OC1(C)C)C=1C=CC(=NC1)N1CCOCC1)C (4-[5-(4,4,5,5-tetramethyl-1,3,2-dioxaborolan-2-yl)pyridin-2-yl]morpholine), COC1=CC2=C(N=C(S2)C=2C=NC(=NC2)N)C=C1 (5-(6-methoxy-1,3-benzothiazol-2-yl)pyrimidin-2-amine). Product: COC=1C=CC2=C(N=C(S2)C=2C=CC(=NC2)NC)C1 (5-(5-Methoxy-1,3-benzothiazol-2-yl)-N-methylpyridin-2-amine). RXN SMILES: Br[C:2]1[S:3][C:4]2[CH:10]=[C:9](OC)[CH:8]=[CH:7][C:5]=2[N:6]=1.CC1(C)C(C)(C)OB([C:21]2[CH:22]=[CH:23][C:24]([N:27]3CCOC[CH2:28]3)=[N:25][CH:26]=2)O1.[CH3:34][O:35]C1C=CC2N=C(C3C=NC(N)=NC=3)SC=2C=1>>[CH3:34][O:35][C:8]1[CH:9]=[CH:10][C:4]2[S:3][C:2]([C:21]3[CH:22]=[CH:23][C:24]([NH:27][CH3:28])=[N:25][CH:26]=3)=[N:6][C:5]=2[CH:7]=1. Procedure: 2-Bromo-6-methoxy-1,3-benzothiazole (49 mg, 0.20 mmol), 4-[5-(4,4,5,5-tetramethyl-1,3,2-dioxaborolan-2-yl)pyridin-2-yl]morpholine (70 mg, 0.24 mmol) were reacted according to the procedure used for the preparation of 5-(6-methoxy-1,3-benzothiazol-2-yl)pyrimidin-2-amine, with the following exceptions: The reaction was heated for 4 h before the solvent was evaporated under reduced pressure. The residue was dissolved in MeOH/DCM 1:1 and filtered through silica. The filtrate was concentrated and the... Reactants: Cl.Cl.NC1=CC(=C(C(=O)NCC2CCNCC2)C=C1Cl)OC (4-Amino-5-chloro-2-methoxy-N-(piperidin-4-ylmethyl)benzamide dihydrochloride), BrCCCCCC(=O)C1=CC(=CC=C1)OC (6-bromo-1-(3-methoxyphenyl)-1-hexanone). Product: NC1=CC(=C(C(=O)NCC2CCN(CC2)CCCCCC(=O)C2=CC(=CC=C2)OC)C=C1Cl)OC (4-amino-5-chloro-2-methoxy-N-((1-(6-(3-methoxyphenyl)-6-oxohexyl)piperidin-4-yl)methyl)benzamide). Reaction SMILES: Cl.Cl.[NH2:3][C:4]1[C:19]([Cl:20])=[CH:18][C:7]([C:8]([NH:10][CH2:11][CH:12]2[CH2:17][CH2:16][NH:15][CH2:14][CH2:13]2)=[O:9])=[C:6]([O:21][CH3:22])[CH:5]=1.Br[CH2:24][CH2:25][CH2:26][CH2:27][CH2:28][C:29]([C:31]1[CH:36]=[CH:35][CH:34]=[C:33]([O:37][CH3:38])[CH:32]=1)=[O:30]>>[NH2:3][C:4]1[C:19]([Cl:20])=[CH:18][C:7]([C:8]([NH:10][CH2:11][CH:12]2[CH2:13][CH2:14][N:15]([CH2:24][CH2:25][CH2:26][CH2:27][CH2:28][C:29]([C:31]3[CH:36]=[CH:35][CH:34]=[C:33]([O:37][CH3:38])[CH:32]=3)=[O:30])[CH2:16][CH2:17]2)=[O:9])=[C:6]([O:21][CH3:22])[CH:5]=1 |f:0.1.2|. Reported procedure: 4-Amino-5-chloro-2-methoxy-N-(piperidin-4-ylmethyl)benzamide dihydrochloride as starting compound and 6-bromo-1-(3-methoxyphenyl)-1-hexanone are reacted and treated in the same manner as in Example 199 to give 4-amino-5-chloro-2-methoxy-N-((1-(6-(3-methoxyphenyl)-6-oxohexyl)piperidin-4-yl)methyl)benzamide. The reactants are O=C(CCC(=O)OCC)CCC(C1=CC=C(C=C1)N1C(OCC1)=O)=O (ethyl 4,7-dioxo-7-(4-(2-oxooxazolidin-3-yl)phenyl)heptanoate), NC1=C(C=C(C(=O)N)C=C1)C (4-amino-3-methylbenzamide). Reagents/catalysts: C(F)(F)(F)S(=O)(=O)[O-].C(F)(F)(F)S(=O)(=O)[O-].[Zn+2] (Zn(OTf)2). Run in CCO (EtOH). Conditions: temperature 120 celsius. The product is C(N)(=O)C1=CC(=C(C=C1)N1C(=CC=C1C1=CC=C(C=C1)N1C(OCC1)=O)CCC(=O)OCC)C (ethyl 3-(1-(4-carbamoyl-2-methylphenyl)-5-(4-(2-oxooxazolidin-3-yl)phenyl)-1H-pyrrol-2-yl)propanoate). Yield: 38.8%. As a reaction SMILES: O=[C:2]([CH2:10][CH2:11][C:12](=O)[C:13]1[CH:18]=[CH:17][C:16]([N:19]2[CH2:23][CH2:22][O:21][C:20]2=[O:24])=[CH:15][CH:14]=1)[CH2:3][CH2:4][C:5]([O:7][CH2:8][CH3:9])=[O:6].[NH2:26][C:27]1[CH:35]=[CH:34][C:30]([C:31]([NH2:33])=[O:32])=[CH:29][C:28]=1[CH3:36]>CCO.C(S([O-])(=O)=O)(F)(F)F.C(S([O-])(=O)=O)(F)(F)F.[Zn+2]>[C:31]([C:30]1[CH:34]=[CH:35][C:27]([N:26]2[C:12]([C:13]3[CH:18]=[CH:17][C:16]([N:19]4[CH2:23][CH2:22][O:21][C:20]4=[O:24])=[CH:15][CH:14]=3)=[CH:11][CH:10]=[C:2]2[CH2:3][CH2:4][C:5]([O:7][CH2:8][CH3:9])=[O:6])=[C:28]([CH3:36])[CH:29]=1)(=[O:32])[NH2:33] |f:3.4.5|. Procedure details: To a solution of ethyl 4,7-dioxo-7-(4-(2-oxooxazolidin-3-yl)phenyl)heptanoate (158 mg, 0.43 mmol) and 4-amino-3-methylbenzamide (130 mg, 0.68 mmol) in EtOH (1 mL) was added Zn(OTf)2 (313 mg, 0.86 mmoL). The mixture was heated to 120° C. under microwave for 2 h. After evaporation under reduced pressure, the crude product was purified by silica gel column chromatography (DCM:MeOH=20:1) to afford the titled compound as a yellow solid (77 mg, yield 39%). The reactants are NC1=NC(=C(C(=N1)OS(=O)(=O)C(F)(F)F)[N+](=O)[O-])C=1OC=CC1 (trifluoro-methanesulfonic acid 2-amino-6-furan-2-yl-5-nitro-pyrimidin-4-yl ester), C(CC1=CC=CC=C1)O (phenethylalcohol), C1CCC2=NCCCN2CC1 (DBU). Run in COCCOC (DME). Yields the product O1C(=CC=C1)C1=NC(=NC(=C1[N+](=O)[O-])OCCC1=CC=CC=C1)N (4-Furan-2-yl-5-nitro-6-phenethyloxy-pyrimidin-2-yl-amine). Reaction SMILES: [NH2:1][C:2]1[N:7]=[C:6]([O:8]S(C(F)(F)F)(=O)=O)[C:5]([N+:16]([O-:18])=[O:17])=[C:4]([C:19]2[O:20][CH:21]=[CH:22][CH:23]=2)[N:3]=1.[CH2:24](O)[CH2:25][C:26]1[CH:31]=[CH:30][CH:29]=[CH:28][CH:27]=1.C1CCN2C(=NCCC2)CC1>COCCOC>[O:20]1[CH:21]=[CH:22][CH:23]=[C:19]1[C:4]1[C:5]([N+:16]([O-:18])=[O:17])=[C:6]([O:8][CH2:24][CH2:25][C:26]2[CH:31]=[CH:30][CH:29]=[CH:28][CH:27]=2)[N:7]=[C:2]([NH2:1])[N:3]=1. Procedure details: From trifluoro-methanesulfonic acid 2-amino-6-furan-2-yl-5-nitro-pyrimidin-4-yl ester, phenethylalcohol and DBU in DME. ES-MS m/e (%): 327 (M+H+, 100). The reactants are OC1(c2ccc(Br)cc2)CCC1, O=C1NCCC12CCN(S(=O)(=O)c1ccccc1Cl)CC2. Yields the product O=C1N(c2ccc(C3(O)CCC3)cc2)CCC12CCN(S(=O)(=O)c1ccccc1Cl)CC2. Reaction SMILES: [Br:22][c:23]1[cH:24][cH:25][c:26]([C:29]2([OH:33])[CH2:30][CH2:31][CH2:32]2)[cH:27][cH:28]1.[Cl:1][c:2]1[c:3]([S:8](=[O:9])(=[O:10])[N:11]2[CH2:12][CH2:13][C:14]3([CH2:15][CH2:16][NH:17][C:18]3=[O:19])[CH2:20][CH2:21]2)[cH:4][cH:5][cH:6][cH:7]1>>[Cl:1][c:2]1[c:3]([S:8](=[O:9])(=[O:10])[N:11]2[CH2:12][CH2:13][C:14]3([CH2:15][CH2:16][N:17]([c:23]4[cH:24][cH:25][c:26]([C:29]5([OH:33])[CH2:30][CH2:31][CH2:32]5)[cH:27][cH:28]4)[C:18]3=[O:19])[CH2:20][CH2:21]2)[cH:4][cH:5][cH:6][cH:7]1. The reactants are [BH4-].[Na+] (sodium borohydride), CC1=CC=C(C(=O)C2=CC=C(C=C2)C)C=C1 (4,4′-dimethylbenzophenone), OC1CCNCC1 (4-hydroxypiperidine), O.C1(=CC=C(C=C1)S(=O)(=O)O)C (p-toluenesulfonic acid monohydrate). Solvent: C(C)O.O1CCCC1 (ethanol tetrahydrofuran), C1(=CC=CC=C1)C (toluene). Conditions: time 24 hour. Product: CC1=CC=C(C=C1)C(OC1CCNCC1)C1=CC=C(C=C1)C (4-[bis(4-methylphenyl)methoxy]piperidine). Yield: 94.4%. RXN SMILES: [CH3:1][C:2]1[CH:16]=[CH:15][C:5]([C:6]([C:8]2[CH:13]=[CH:12][C:11]([CH3:14])=[CH:10][CH:9]=2)=[O:7])=[CH:4][CH:3]=1.[BH4-].[Na+].O[CH:20]1[CH2:25][CH2:24][NH:23][CH2:22][CH2:21]1.O.C1(C)C=CC(S(O)(=O)=O)=CC=1>C(O)C.O1CCCC1.C1(C)C=CC=CC=1>[CH3:1][C:2]1[CH:3]=[CH:4][C:5]([CH:6]([C:8]2[CH:13]=[CH:12][C:11]([CH3:14])=[CH:10][CH:9]=2)[O:7][CH:20]2[CH2:25][CH2:24][NH:23][CH2:22][CH2:21]2)=[CH:15][CH:16]=1 |f:1.2,4.5,6.7|. Reported procedure: 25 g of 4,4′-dimethylbenzophenone was dissolved in ethanol-tetrahydrofuran (180 ml-60 ml); 2.23 g of sodium borohydride was added under ice cooling conditions, followed by stirring at room temperature for 24 hours. The mixture was concentrated under reduced pressure; ice water was added to the residue; the crystal precipitated was collected and dried; the crystal obtained (30.5 g) was dissolved in 800 ml of toluene; 11.9 g of 4-hydroxypiperidine and 24.9 g of p-toluenesulfonic acid monohydrate w... The reactants are C1(=CC=CC=C1)P(C1=CC=CC=C1)(C1=CC=CC=C1)=CC=O ((triphenylphosphoranylidene)acetaldehyde), C(=O)C1=NC2=CC=CC=C2C=C1 (2-formylquinoline), O (water). Run in C1(=CC=CC=C1)C (toluene), C1(=CC=CC=C1)C (toluene). Yields the product N1=CC=CC2=CC=CC=C12 (Quinoline). As a reaction SMILES: C([C:3]1[CH:12]=[CH:11][C:10]2[C:5](=[CH:6][CH:7]=[CH:8][CH:9]=2)[N:4]=1)=O.C1(P(=CC=O)(C2C=CC=CC=2)C2C=CC=CC=2)C=CC=CC=1.O>C1(C)C=CC=CC=1>[N:4]1[C:5]2[C:10](=[CH:9][CH:8]=[CH:7][CH:6]=2)[CH:11]=[CH:12][CH:3]=1. Procedure: 0.2 g (1.27 mmol) of 2-formylquinoline is dissolved in 10 ml of anhydrous toluene, in a dry round-bottomed flask equipped with a magnetic stirrer and a nitrogen inlet. 0.46 g (1.52 mmol) of (triphenylphosphoranylidene)acetaldehyde is added to this solution. The mixture is brought back to the reflux temperature of toluene for 90 minutes, and the solution is then slowly brought back to ambient temperature and hydrolyzed with 10 ml of water. After separation of the two phases, the aqueous phase is ... Yields the product C1(CCCCC1)NC(=O)NC1CCCCC1 (N,N'-dicyclohexylurea). RXN SMILES: [OH:1]CC(C1N=C(NC(C2C=CC=CC=2)(C2C=CC=CC=2)C2C=CC=CC=2)SC=1)C(O)=O.[CH:32]1([N:38]=[C:39]=[N:40][CH:41]2[CH2:46][CH2:45][CH2:44][CH2:43][CH2:42]2)[CH2:37][CH2:36][CH2:35][CH2:34][CH2:33]1>O1CCCC1>[CH:41]1([NH:40][C:39]([NH:38][CH:32]2[CH2:33][CH2:34][CH2:35][CH2:36][CH2:37]2)=[O:1])[CH2:46][CH2:45][CH2:44][CH2:43][CH2:42]1. The reactants are OCC(C(=O)O)C=1N=C(SC1)NC(C1=CC=CC=C1)(C1=CC=CC=C1)C1=CC=CC=C1 (3-hydroxy-2-(2-tritylaminothiazol-4-yl)propionic acid), tert-butyl ester, C1(CCCCC1)N=C=NC1CCCCC1 (N,N'-dicyclohexylcarbodiimide). Run in O1CCCC1 (tetrahydrofuran). Procedure details: In 20 ml of tetrahydrofuran were dissolved 430 mg of 3-hydroxy-2-(2-tritylaminothiazol-4-yl)propionic acid and 270 mg of 7β-aminodesacetoxycephalosporanic acid tert-butyl ester and after adding thereto 206 mg of N,N'-dicyclohexylcarbodiimide, the mixture was stirred for 2 hours at room temperature. The solvent was distilled off from the reaction mixture under reduced pressure and 60 ml of ethyl acetate was added to the residue. Insoluble N,N'-dicyclohexylurea thus formed was filtered off and the...